From a dataset of the Open Reaction Database (ORD), a public repository of structured organic reaction records. describe an organic reaction: reactants, conditions, products, and yield Reactants: ClCCl, COc1ccc(N(C(=O)c2c3ccccc3nc3sccc23)S(=O)(=O)CCCC(=O)OC(C)(C)C)cc1, O=C(O)C(F)(F)F. Product: COc1ccc(N(C(=O)c2c3ccccc3nc3sccc23)S(=O)(=O)CCCC(=O)O)cc1. Reaction SMILES: [CH2:38]([Cl:39])[Cl:40].[CH3:1][O:2][c:3]1[cH:4][cH:5][c:6]([N:9]([C:10](=[O:11])[c:12]2[c:13]3[c:14]([n:15][c:16]4[cH:17][cH:18][cH:19][cH:20][c:21]24)[s:22][cH:23][cH:24]3)[S:25](=[O:26])(=[O:27])[CH2:28][CH2:29][CH2:30][C:31](=[O:32])[O:33][C:34]([CH3:35])([CH3:36])[CH3:37])[cH:7][cH:8]1.[OH:41][C:42]([C:43]([F:44])([F:45])[F:46])=[O:47]>>[CH3:1][O:2][c:3]1[cH:4][cH:5][c:6]([N:9]([C:10](=[O:11])[c:12]2[c:13]3[c:14]([n:15][c:16]4[cH:17][cH:18][cH:19][cH:20][c:21]24)[s:22][cH:23][cH:24]3)[S:25](=[O:26])(=[O:27])[CH2:28][CH2:29][CH2:30][C:31](=[O:32])[OH:33])[cH:7][cH:8]1. Starting materials: CCCCCC, O=C(O)c1c(F)ccc(F)c1C(=O)c1ccc(Cl)cc1, O=[N+]([O-])O. Product: O=C(O)c1c(F)ccc(F)c1C(=O)c1ccc(Cl)c([N+](=O)[O-])c1. RXN SMILES: [CH3:25][CH2:26][CH2:27][CH2:28][CH2:29][CH3:30].[Cl:1][c:2]1[cH:3][cH:4][c:5]([C:8](=[O:9])[c:10]2[c:11]([C:12](=[O:13])[OH:14])[c:15]([F:20])[cH:16][cH:17][c:18]2[F:19])[cH:6][cH:7]1.[OH:21][N+:22]([O-:23])=[O:24]>>[Cl:1][c:2]1[cH:3][cH:4][c:5]([C:8](=[O:9])[c:10]2[c:11]([C:12](=[O:13])[OH:14])[c:15]([F:20])[cH:16][cH:17][c:18]2[F:19])[cH:6][c:7]1[N+:22](=[O:21])[O-:23].